From a dataset of the Open Reaction Database (ORD), a public repository of structured organic reaction records. describe an organic reaction: reactants, conditions, products, and yield The reactants are CO, Cc1cccc(Nc2cc(Cl)ccc2[N+](=O)[O-])c1, [Na]. Yields the product COc1ccc([N+](=O)[O-])c(Nc2cccc(C)c2)c1. Reaction SMILES: [CH3:20][OH:21].[Cl:1][c:2]1[cH:3][cH:4][c:5]([N+:16](=[O:17])[O-:18])[c:6]([NH:8][c:9]2[cH:10][c:11]([CH3:15])[cH:12][cH:13][cH:14]2)[cH:7]1.[Na:19]>>[c:2]1([O:21][CH3:20])[cH:3][cH:4][c:5]([N+:16](=[O:17])[O-:18])[c:6]([NH:8][c:9]2[cH:10][c:11]([CH3:15])[cH:12][cH:13][cH:14]2)[cH:7]1. The reactants are O=C([O-])[O-], O=C1CCCC1C(=O)OCc1ccccc1, CCOC(=O)CCCCCCBr, CC(C)=O, [K+], [K+]. Product: CCOC(=O)CCCCCCC1(C(=O)OCc2ccccc2)CCCC1=O. Reaction SMILES: [C:29](=[O:30])([O-:31])[O-:32].[CH2:13]([c:14]1[cH:15][cH:16][cH:17][cH:18][cH:19]1)[O:20][C:21](=[O:22])[CH:23]1[C:24](=[O:28])[CH2:25][CH2:26][CH2:27]1.[CH2:1]([CH3:2])[O:3][C:4]([CH2:5][CH2:6][CH2:7][CH2:8][CH2:9][CH2:10][Br:11])=[O:12].[CH3:35][C:36](=[O:37])[CH3:38].[K+:33].[K+:34]>>[CH2:1]([CH3:2])[O:3][C:4]([CH2:5][CH2:6][CH2:7][CH2:8][CH2:9][CH2:10][C:23]1([C:21]([O:20][CH2:13][c:14]2[cH:15][cH:16][cH:17][cH:18][cH:19]2)=[O:22])[C:24](=[O:28])[CH2:25][CH2:26][CH2:27]1)=[O:12].